From a dataset of the Open Reaction Database (ORD), a public repository of structured organic reaction records. describe an organic reaction: reactants, conditions, products, and yield The reactants are O=S(=O)(Cl)c1ccc(Br)cc1C(F)(F)F, O=C(O)CCP(CCC(=O)O)CCC(=O)O, Cl, C1COCCO1, O. The product is FC(F)(F)c1cc(Br)ccc1S. RXN SMILES: [Br:1][c:2]1[cH:3][c:4]([C:12]([F:13])([F:14])[F:15])[c:5]([S:8]([Cl:9])(=[O:10])=[O:11])[cH:6][cH:7]1.[C:18]([CH2:19][CH2:20][P:21]([CH2:22][CH2:23][C:24]([OH:25])=[O:26])[CH2:27][CH2:28][C:29]([OH:30])=[O:31])([OH:32])=[O:33].[ClH:17].[O:34]1[CH2:35][CH2:36][O:37][CH2:38][CH2:39]1.[OH2:16]>>[Br:1][c:2]1[cH:3][c:4]([C:12]([F:13])([F:14])[F:15])[c:5]([SH:8])[cH:6][cH:7]1. Starting materials: [I-].CC(C(CC[N+](C)(C)C)=O)(C)C (4,4-Dimethyl-3-oxopentyltrimethylammonium iodide), ClC=1C=CC(=NC1)NC([S-])=S.C(C)[NH+](CC)CC (triethylammonium 5-chloropyrid-2-yldithiocarbamate), O (water). The solvent is C(C)#N (acetonitrile). Reaction conditions: time 6 hour. Product: ClC=1C=CC(=NC1)NC(SCCC(C(C)(C)C)=O)=S (4,4-Dimethyl-3-oxopentyl 5-chloropyrid-2-yldithiocarbamate). Isolated yield 60.1%. Reaction SMILES: [I-].[CH3:2][C:3]([CH3:13])([CH3:12])[C:4](=[O:11])[CH2:5][CH2:6][N+](C)(C)C.[Cl:14][C:15]1[CH:16]=[CH:17][C:18]([NH:21][C:22](=[S:24])[S-:23])=[N:19][CH:20]=1.C([NH+](CC)CC)C.O>C(#N)C>[Cl:14][C:15]1[CH:16]=[CH:17][C:18]([NH:21][C:22](=[S:23])[S:24][CH2:6][CH2:5][C:4](=[O:11])[C:3]([CH3:2])([CH3:12])[CH3:13])=[N:19][CH:20]=1 |f:0.1,2.3|. Procedure details: 4,4-Dimethyl-3-oxopentyltrimethylammonium iodide (6.0 g) is added, at 20° C., to a suspension of triethylammonium 5-chloropyrid-2-yldithiocarbamate (6.1 g) in anhydrous acetonitrile (25 cc). The reaction is allowed to proceed for 6 hours at 20° C. Distilled water (25 cc) is added. The crystals which appear are filtered off, washed three times with distilled water (total 30 cc) and dried in air at 20° C. The product obtained (5.1 g; m.p.=110° C.) is recrystallised from acetonitrile (15 cc). 4,4-D... Reactants: ClC=1C=CC(=C(C=O)C1)O (5-chloro-2-hydroxybenzaldehyde), [H-].[Na+] (sodium hydride), C(C1=CC=CC=C1)N(C)CCCl (N-benzyl-2-chloro-N-methylethylamine), Cl (hydrogen chloride), Cl (hydrochloride). Solvent: CN(C)C=O (DMF), CN(C)C=O (DMF), CCOCC (ether), C1(=CC=CC=C1)C (toluene), [OH-].[Na+] (sodium hydroxide). Product: C(C1=CC=CC=C1)N(C)CCOC1=C(C=O)C=C(C=C1)Cl (2-[2-(N-benzyl-N-methylamino)ethoxy]-5-chlorobenzaldehyde). Reaction SMILES: [Cl:1][C:2]1[CH:3]=[CH:4][C:5]([OH:10])=[C:6]([CH:9]=1)[CH:7]=[O:8].[H-].[Na+].[CH2:13]([N:20]([CH2:22][CH2:23]Cl)[CH3:21])[C:14]1[CH:19]=[CH:18][CH:17]=[CH:16][CH:15]=1.Cl>CN(C=O)C.C1(C)C=CC=CC=1.[OH-].[Na+].CCOCC>[CH2:13]([N:20]([CH2:22][CH2:23][O:10][C:5]1[CH:4]=[CH:3][C:2]([Cl:1])=[CH:9][C:6]=1[CH:7]=[O:8])[CH3:21])[C:14]1[CH:19]=[CH:18][CH:17]=[CH:16][CH:15]=1 |f:1.2,7.8|. Reported procedure: A solution of 5-chloro-2-hydroxybenzaldehyde (25.68 g) in dry DMF (100 ml) was added dropwise to a stirred suspension of sodium hydride (6.84 g of a 60% dispersion in mineral oil) in dry DMF (100 ml) at ambient temperature under nitrogen with stirring. The mixture was heated on a steam bath for 1.5 hours, then cooled to ambient temperature and a solution of N-benzyl-2-chloro-N-methylethylamine in toluene (60 ml) [prepared by dissolving the hydrochloride (48.5 g) in 2M sodium hydroxide solution (... Starting materials: C1(=CC=CC=C1)C1=NC=C(C=N1)NC(=O)C1=C(C=CC(=C1)N1CCCCC1)NC(=O)C=1C=C(C(=O)OC)C=CC1 (methyl 3-((2-((2-phenylpyrimidin-5-yl)carbamoyl)-4-(piperidin-1-yl)phenyl)carbamoyl)benzoate), O.[OH-].[Li+] (lithium hydroxide hydrate). Solvent: O1CCCC1.O (tetrahydrofuran water). Reaction conditions: temperature 40 celsius, time 3 hour. Yields the product C1(=CC=CC=C1)C1=NC=C(C=N1)NC(=O)C1=C(C=CC(=C1)N1CCCCC1)NC(=O)C=1C=C(C(=O)O)C=CC1 (3-((2-((2-phenylpyrimidin-5-yl)carbamoyl)-4-(piperidin-1-yl)phenyl)-carbamoyl)benzoic acid). RXN SMILES: [C:1]1([C:7]2[N:12]=[CH:11][C:10]([NH:13][C:14]([C:16]3[CH:21]=[C:20]([N:22]4[CH2:27][CH2:26][CH2:25][CH2:24][CH2:23]4)[CH:19]=[CH:18][C:17]=3[NH:28][C:29]([C:31]3[CH:32]=[C:33]([CH:38]=[CH:39][CH:40]=3)[C:34]([O:36]C)=[O:35])=[O:30])=[O:15])=[CH:9][N:8]=2)[CH:6]=[CH:5][CH:4]=[CH:3][CH:2]=1.O.[OH-].[Li+]>O1CCCC1.O>[C:1]1([C:7]2[N:12]=[CH:11][C:10]([NH:13][C:14]([C:16]3[CH:21]=[C:20]([N:22]4[CH2:27][CH2:26][CH2:25][CH2:24][CH2:23]4)[CH:19]=[CH:18][C:17]=3[NH:28][C:29]([C:31]3[CH:32]=[C:33]([CH:38]=[CH:39][CH:40]=3)[C:34]([OH:36])=[O:35])=[O:30])=[O:15])=[CH:9][N:8]=2)[CH:6]=[CH:5][CH:4]=[CH:3][CH:2]=1 |f:1.2.3,4.5|. Reported procedure: To a solution of methyl 3-((2-((2-phenylpyrimidin-5-yl)carbamoyl)-4-(piperidin-1-yl)phenyl)carbamoyl)benzoate (1200 mg, 2.02 mmol, 1.00 equiv, 90%) in tetrahydrofuran/water (5:1) (30 mL) was added lithium hydroxide hydrate (420 mg, 9.97 mmol, 8.00 equiv, 95%) and the resulting solution was stirred for 3 h at 40° C. in an oil bath. The mixture was concentrated under vacuum and the residue was adjusted to pH 3-4 with hydrochloric acid. The mixture was extracted with 3×100 mL of tetrahydrofuran and...